From a dataset of the Open Reaction Database (ORD), a public repository of structured organic reaction records. describe an organic reaction: reactants, conditions, products, and yield Reactants: O=C(O)c1cccc(Br)n1, CCO, Cl. The product is CCOC(=O)c1cccc(Br)n1. As a reaction SMILES: [Br:1][c:2]1[cH:3][cH:4][cH:5][c:6]([C:8](=[O:9])[OH:10])[n:7]1.[CH2:11]([CH3:12])[OH:13].[ClH:14]>>[Br:1][c:2]1[cH:3][cH:4][cH:5][c:6]([C:8](=[O:9])[O:10][CH2:11][CH3:12])[n:7]1. Reactants: CCCC[Sn](CCCC)(CCCC)c1ccnn1C, COC(=O)c1cc(I)c(C(C)C)cc1N, CCOC(C)=O, C1COCCO1. Product: COC(=O)c1cc(-c2ccnn2C)c(C(C)C)cc1N. As a reaction SMILES: [CH3:16][n:17]1[n:18][cH:19][cH:20][c:21]1[Sn:22]([CH2:23][CH2:24][CH2:25][CH3:26])([CH2:27][CH2:28][CH2:29][CH3:30])[CH2:31][CH2:32][CH2:33][CH3:34].[CH3:1][O:2][C:3]([c:4]1[c:5]([NH2:14])[cH:6][c:7]([CH:11]([CH3:12])[CH3:13])[c:8]([I:10])[cH:9]1)=[O:15].[CH3:41][CH2:42][O:43][C:44]([CH3:45])=[O:46].[O:35]1[CH2:36][CH2:37][O:38][CH2:39][CH2:40]1>>[CH3:1][O:2][C:3]([c:4]1[c:5]([NH2:14])[cH:6][c:7]([CH:11]([CH3:12])[CH3:13])[c:8](-[c:21]2[n:17]([CH3:16])[n:18][cH:19][cH:20]2)[cH:9]1)=[O:15]. The reactants are C(CCC)C12C(C=3C=CC(=CC3C1)O)=CC(C2)=O (8a-butyl-6-hydroxy-8,8a-dihydrocyclopenta[a]inden-2(1H)-one), C(C)(C)N(C(C)C)CC (N,N-diisopropylethylamine), COCCl (chloromethyl methyl ether). The solvent is CN(C)C=O (DMF), CCOC(=O)C (EtOAc). Conditions: time 8 hour. The product is C(CCC)C12C(C=3C=CC(=CC3C1)OCOC)=CC(C2)=O (8a-butyl-6-(methoxymethoxy)-8,8a-dihydrocyclopenta[a]inden-2(1H)-one). RXN SMILES: [CH2:1]([C:5]12[CH2:17][C:16](=[O:18])[CH:15]=[C:6]1[C:7]1[CH:8]=[CH:9][C:10]([OH:14])=[CH:11][C:12]=1[CH2:13]2)[CH2:2][CH2:3][CH3:4].C(N(CC)C(C)C)(C)C.[CH3:28][O:29][CH2:30]Cl>CN(C=O)C.CCOC(C)=O>[CH2:1]([C:5]12[CH2:17][C:16](=[O:18])[CH:15]=[C:6]1[C:7]1[CH:8]=[CH:9][C:10]([O:14][CH2:28][O:29][CH3:30])=[CH:11][C:12]=1[CH2:13]2)[CH2:2][CH2:3][CH3:4]. Procedure details: A solution of 8a-butyl-6-hydroxy-8,8a-dihydrocyclopenta[a]inden-2(1H)-one (300 mg, 1.2 mmol) in anhydrous DMF (3 mL) was placed under a N2 atmosphere and stirred at room temperature while N,N-diisopropylethylamine (0.63=L, 3.6 mmol) and chloromethyl methyl ether (0.183 mL, 2.4 mmol) were added successively. After stirring at room temperature overnight, the mixture was diluted with EtOAc (100 mL) and washed with 1N HCl. The acid wash was back-extracted with EtOAc. The combined organics were washe... The reactants are C(C(C)C)(=O)C=1C=C2CC(NC2=CC1)=O (5-isobutyryl-2-indolinone), C(C)(=O)OC(C)=O (acetic anhydride), CCOC(C1=CC=CC=C1)(OCC)OCC (triethyl orthobenzoate). The solvent is C(C)(=O)OCC.C1CCCCC1.CO (ethyl acetate cyclohexane methanol). Product: C(C)(=O)N1C(C(C2=CC(=CC=C12)C(C(C)C)=O)=C(C1=CC=CC=C1)OCC)=O (1-acetyl-5-isobutyryl-3-(ethoxy-phenyl-methylidene)-2-indolinone). RXN SMILES: [C:1]([C:6]1[CH:7]=[C:8]2[C:12](=[CH:13][CH:14]=1)[NH:11][C:10](=[O:15])[CH2:9]2)(=[O:5])[CH:2]([CH3:4])[CH3:3].[C:16](OC(=O)C)(=[O:18])[CH3:17].[CH3:23][CH2:24][O:25][C:26](OCC)(OCC)[C:27]1[CH:32]=[CH:31][CH:30]=[CH:29][CH:28]=1>C(OCC)(=O)C.C1CCCCC1.CO>[C:16]([N:11]1[C:12]2[C:8](=[CH:7][C:6]([C:1](=[O:5])[CH:2]([CH3:4])[CH3:3])=[CH:14][CH:13]=2)[C:9](=[C:26]([O:25][CH2:24][CH3:23])[C:27]2[CH:32]=[CH:31][CH:30]=[CH:29][CH:28]=2)[C:10]1=[O:15])(=[O:18])[CH3:17] |f:3.4.5|. Reported procedure: Prepared from 5-isobutyryl-2-indolinone, acetic anhydride and triethyl orthobenzoate Rf=0.55 (silica gel, ethyl acetate/cyclohexane/methanol 9:9:2) The solvent is CCOC(=O)C (EtOAc). Procedure: 1-(Diphenylmethyl)-3-hydroxyazetidine (9.70 g) was suspended in 4.5 M HCl in EtOAc (35 mL) at room temperature and stirred for 10 min. The solvent was then evaporated to dryness to give 1-(diphenylmethyl)-3-hydroxyazetidine hydrochloride (12.0 g, 100%). 1H-NMR (300 MHz, DMSO-d6, ppm from TMS): δ 7.30-7.70 (10H, m), 5.85 (1H, s), 5.80 (1H, d), 4.46 (1H, m), 3.70-4.20 (4H, m). The reactants are C1(=CC=CC=C1)C(N1CC(C1)O)C1=CC=CC=C1 (1-(Diphenylmethyl)-3-hydroxyazetidine), Cl (HCl). Conditions: time 10 minute. Yields the product Cl.C1(=CC=CC=C1)C(N1CC(C1)O)C1=CC=CC=C1 (1-(diphenylmethyl)-3-hydroxyazetidine hydrochloride). Reaction SMILES: [C:1]1([CH:7]([C:13]2[CH:18]=[CH:17][CH:16]=[CH:15][CH:14]=2)[N:8]2[CH2:11][CH:10]([OH:12])[CH2:9]2)[CH:6]=[CH:5][CH:4]=[CH:3][CH:2]=1.[ClH:19]>CCOC(C)=O>[ClH:19].[C:13]1([CH:7]([C:1]2[CH:2]=[CH:3][CH:4]=[CH:5][CH:6]=2)[N:8]2[CH2:11][CH:10]([OH:12])[CH2:9]2)[CH:14]=[CH:15][CH:16]=[CH:17][CH:18]=1 |f:3.4|. Yield: 100.0%. Reactants: CCCCC(F)C(O)C=CC1C(OC2CCCCO2)CC2CC(=CCCCC(=O)OC)CC21, CO, [Na+], [OH-]. Product: CCCCC(F)C(O)C=CC1C(OC2CCCCO2)CC2CC(=CCCCC(=O)O)CC21. Reaction SMILES: [C:1](=[O:2])([O:3][CH3:4])[CH2:5][CH2:6][CH2:7][CH:8]=[C:9]1[CH2:10][CH:11]2[CH2:12][CH:13]([O:27][CH:28]3[O:29][CH2:30][CH2:31][CH2:32][CH2:33]3)[CH:14]([CH:17]=[CH:18][CH:19]([CH:20]([CH2:21][CH2:22][CH2:23][CH3:24])[F:25])[OH:26])[CH:15]2[CH2:16]1.[CH3:34][OH:35].[Na+:37].[OH-:36]>>[C:1](=[O:2])([OH:3])[CH2:5][CH2:6][CH2:7][CH:8]=[C:9]1[CH2:10][CH:11]2[CH2:12][CH:13]([O:27][CH:28]3[O:29][CH2:30][CH2:31][CH2:32][CH2:33]3)[CH:14]([CH:17]=[CH:18][CH:19]([CH:20]([CH2:21][CH2:22][CH2:23][CH3:24])[F:25])[OH:26])[CH:15]2[CH2:16]1.